Dataset: the Open Reaction Database (ORD), a public repository of structured organic reaction records. Task: describe an organic reaction: reactants, conditions, products, and yield Reactants: N12CCC(CC1)(C2)C(O)(C2=CC=CC=C2)C2=CC=CC=C2 (1-azabicyclo[2.2.1]hept-4-yl(diphenyl)methanol), BrCCOCC1=CC(=CC=C1)OC (1-{[(2-bromoethyl)oxy]methyl}-3-(methyloxy)benzene). Run in CC#N (CH3CN). Product: [Br-].OC(C12CC[N+](CC1)(C2)CCOCC2=CC(=CC=C2)OC)(C2=CC=CC=C2)C2=CC=CC=C2 (4-[Hydroxy(diphenyl)methyl]-1-[2-({[3-(methyloxy)phenyl]methyl}oxy)ethyl]-1-azoniabicyclo[2.2.1]heptane bromide). Isolated yield 36.8%. Reaction SMILES: [N:1]12[CH2:7][C:4]([C:8]([C:16]3[CH:21]=[CH:20][CH:19]=[CH:18][CH:17]=3)([C:10]3[CH:15]=[CH:14][CH:13]=[CH:12][CH:11]=3)[OH:9])([CH2:5][CH2:6]1)[CH2:3][CH2:2]2.[Br:22][CH2:23][CH2:24][O:25][CH2:26][C:27]1[CH:32]=[CH:31][CH:30]=[C:29]([O:33][CH3:34])[CH:28]=1>CC#N>[Br-:22].[OH:9][C:8]([C:16]1[CH:21]=[CH:20][CH:19]=[CH:18][CH:17]=1)([C:10]1[CH:15]=[CH:14][CH:13]=[CH:12][CH:11]=1)[C:4]12[CH2:7][N+:1]([CH2:23][CH2:24][O:25][CH2:26][C:27]3[CH:32]=[CH:31][CH:30]=[C:29]([O:33][CH3:34])[CH:28]=3)([CH2:6][CH2:5]1)[CH2:2][CH2:3]2 |f:3.4|. Procedure: Following the general procedure outlined in Example 2, 1-azabicyclo[2.2.1]hept-4-yl(diphenyl)methanol (33.0 mg, 0.118 mmol) and 1-{[(2-bromoethyl)oxy]methyl}-3-(methyloxy)benzene (42.5 mg, 0.173 mmol) in 2 CH3CN/3 CHCl3 (2.5 mL) were reacted to give the desired product (22.8 mg, 37%). EI-MS m/z 444 (M+) Rt (1.96 min). Starting materials: O=C([O-])O, Cc1ccccc1, CC(NC(=O)c1ccc(=O)n(C)c1)C(N)(c1ccc(F)cc1)c1ccc(F)nc1, [Na+], O=S(=O)([O-])C(F)(F)F, O=S(=O)([O-])C(F)(F)F, O=S(=O)([O-])C(F)(F)F, [Yb+3]. Product: CC1NC(c2ccc(=O)n(C)c2)=NC1(c1ccc(F)cc1)c1ccc(F)nc1. As a reaction SMILES: [C:55](=[O:56])([O-:57])[OH:58].[CH3:60][c:61]1[cH:62][cH:63][cH:64][cH:65][cH:66]1.[NH2:1][C:2]([CH:3]([CH3:4])[NH:5][C:6](=[O:7])[c:8]1[cH:9][cH:10][c:11](=[O:15])[n:12]([CH3:14])[cH:13]1)([c:16]1[cH:17][n:18][c:19]([F:22])[cH:20][cH:21]1)[c:23]1[cH:24][cH:25][c:26]([F:29])[cH:27][cH:28]1.[Na+:59].[S:30]([O-:31])([C:32]([F:33])([F:34])[F:35])(=[O:36])=[O:37].[S:39]([O-:40])([C:41]([F:42])([F:43])[F:44])(=[O:45])=[O:46].[S:47]([O-:48])([C:49]([F:50])([F:51])[F:52])(=[O:53])=[O:54].[Yb+3:38]>>[N:1]1=[C:6]([c:8]2[cH:9][cH:10][c:11](=[O:15])[n:12]([CH3:14])[cH:13]2)[NH:5][CH:3]([CH3:4])[C:2]1([c:16]1[cH:17][n:18][c:19]([F:22])[cH:20][cH:21]1)[c:23]1[cH:24][cH:25][c:26]([F:29])[cH:27][cH:28]1. Starting materials: C1CCOC1, [N-]=[N+]=NCC1(F)CCN(C(=O)OCc2ccccc2)CC1, O, c1ccc(P(c2ccccc2)c2ccccc2)cc1. Product: NCC1(F)CCN(C(=O)OCc2ccccc2)CC1. Reaction SMILES: [CH2:42]1[O:43][CH2:44][CH2:45][CH2:46]1.[N:1](=[N+:2]=[N-:3])[CH2:4][C:5]1([F:21])[CH2:6][CH2:7][N:8]([C:11](=[O:12])[O:13][CH2:14][c:15]2[cH:16][cH:17][cH:18][cH:19][cH:20]2)[CH2:9][CH2:10]1.[OH2:22].[c:23]1([P:24]([c:25]2[cH:26][cH:27][cH:28][cH:29][cH:30]2)[c:31]2[cH:32][cH:33][cH:34][cH:35][cH:36]2)[cH:37][cH:38][cH:39][cH:40][cH:41]1>>[NH2:1][CH2:4][C:5]1([F:21])[CH2:6][CH2:7][N:8]([C:11](=[O:12])[O:13][CH2:14][c:15]2[cH:16][cH:17][cH:18][cH:19][cH:20]2)[CH2:9][CH2:10]1.